This data is from the Open Reaction Database (ORD), a public repository of structured organic reaction records. The task is: describe an organic reaction: reactants, conditions, products, and yield The reactants are BrC1=C(C=CC(=C1)Cl)C(=O)N1CCN(CC1)C1=NC=C(C=C1C)C ((2-bromo-4-chlorophenyl)[4-(3,5-dimethylpyridin-2-yl)piperazin-1-yl]methanone), CC1NS(CC1)(=O)=O (3-methylisothiazolidine-1,1-dioxide). Yields the product ClC1=CC(=C(C=C1)C(=O)N1CCN(CC1)C1=NC=C(C=C1C)C)N1S(CC[C@H]1C)(=O)=O ((R)-[4-chloro-2-(3-methyl-1,1-dioxoisothiazolidin-2-yl)phenyl][4-(3,5-dimethylpyridin-2-yl)piperazin-1-yl]methanone). The yield is 20.6%. As a reaction SMILES: Br[C:2]1[CH:7]=[C:6]([Cl:8])[CH:5]=[CH:4][C:3]=1[C:9]([N:11]1[CH2:16][CH2:15][N:14]([C:17]2[C:22]([CH3:23])=[CH:21][C:20]([CH3:24])=[CH:19][N:18]=2)[CH2:13][CH2:12]1)=[O:10].[CH3:25][CH:26]1[CH2:30][CH2:29][S:28](=[O:32])(=[O:31])[NH:27]1>>[Cl:8][C:6]1[CH:5]=[CH:4][C:3]([C:9]([N:11]2[CH2:16][CH2:15][N:14]([C:17]3[C:22]([CH3:23])=[CH:21][C:20]([CH3:24])=[CH:19][N:18]=3)[CH2:13][CH2:12]2)=[O:10])=[C:2]([N:27]2[C@H:26]([CH3:25])[CH2:30][CH2:29][S:28]2(=[O:32])=[O:31])[CH:7]=1. Procedure: By reaction and treatment in the same manner as in Preparation Example 12 and using (2-bromo-4-chlorophenyl)[4-(3,5-dimethylpyridin-2-yl)piperazin-1-yl]methanone (408.7 mg) described in Preparation Example 119 and 3-methylisothiazolidine-1,1-dioxide (135 mg), the title compound (95.1 mg) was obtained.